Dataset: the Open Reaction Database (ORD), a public repository of structured organic reaction records. Task: describe an organic reaction: reactants, conditions, products, and yield The reactants are C1(CCCCC1)C1NS(C2=C(N1)C=CC=C2C2=C(C=CC=C2)OC)(=O)=O (3-Cyclohexyl-8-(2-methoxyphenyl)-1,2,3,4-tetrahydro-1,2,4-benzothiadiazine-1,1-dioxide), COC=1C=C(C=CC1)B(O)O (3-methoxyphenylboronic acid). The reagents and catalysts are [Pd] (Pd). Product: C1(CCCCC1)C1NS(C2=C(N1)C=CC=C2C2=CC(=CC=C2)OC)(=O)=O (3-Cyclohexyl-8-(3-methoxyphenyl)-1,2,3,4-tetrahydro-1,2,4-benzothiadiazine-1,1-dioxide). RXN SMILES: [CH:1]1([CH:7]2[NH:12][C:11]3[CH:13]=[CH:14][CH:15]=[C:16](C4C=CC=CC=4OC)[C:10]=3[S:9](=[O:26])(=[O:25])[NH:8]2)[CH2:6][CH2:5][CH2:4][CH2:3][CH2:2]1.[CH3:27][O:28][C:29]1[CH:30]=[C:31](B(O)O)[CH:32]=[CH:33][CH:34]=1>[Pd]>[CH:1]1([CH:7]2[NH:12][C:11]3[CH:13]=[CH:14][CH:15]=[C:16]([C:33]4[CH:32]=[CH:31][CH:30]=[C:29]([O:28][CH3:27])[CH:34]=4)[C:10]=3[S:9](=[O:26])(=[O:25])[NH:8]2)[CH2:6][CH2:5][CH2:4][CH2:3][CH2:2]1. Procedure: Synthesis as for compound 80 (using 3-methoxyphenylboronic acid for the Pd-cat. cross coupling). M.p. 108-115° C. Starting materials: CC(=O)O, COc1ccc(NC(C)C)cc1, N#CO[Na]. Yields the product COc1ccc(N(C(N)=O)C(C)C)cc1. As a reaction SMILES: [CH3:17][C:18](=[O:19])[OH:20].[CH:1]([CH3:2])([CH3:3])[NH:4][c:5]1[cH:6][cH:7][c:8]([O:11][CH3:12])[cH:9][cH:10]1.[Na:13][O:14][C:15]#[N:16]>>[CH:1]([CH3:2])([CH3:3])[N:4]([c:5]1[cH:6][cH:7][c:8]([O:11][CH3:12])[cH:9][cH:10]1)[C:15](=[O:14])[NH2:16]. The reactants are BrC1=C(NC2=NC=NC3=CC=CC(=C23)OCC2CCN(CC2)C(=O)OC(C)(C)C)C=C(C=C1)OC (4-(2-bromo-5-methoxyanilino)-5-[N-(tert-butoxycarbonyl)piperidin-4-ylmethoxy]quinazoline), C=O (formaldehyde). The product is BrC1=C(NC2=NC=NC3=CC=CC(=C23)OCC2CCN(CC2)C)C=C(C=C1)OC (4-(2-bromo-5-methoxyanilino)-5-(N-methylpiperidin-4-ylmethoxy)quinazoline). As a reaction SMILES: [Br:1][C:2]1[CH:33]=[CH:32][C:31]([O:34][CH3:35])=[CH:30][C:3]=1[NH:4][C:5]1[C:14]2[C:9](=[CH:10][CH:11]=[CH:12][C:13]=2[O:15][CH2:16][CH:17]2[CH2:22][CH2:21][N:20]([C:23](OC(C)(C)C)=O)[CH2:19][CH2:18]2)[N:8]=[CH:7][N:6]=1.C=O>>[Br:1][C:2]1[CH:33]=[CH:32][C:31]([O:34][CH3:35])=[CH:30][C:3]=1[NH:4][C:5]1[C:14]2[C:9](=[CH:10][CH:11]=[CH:12][C:13]=2[O:15][CH2:16][CH:17]2[CH2:22][CH2:21][N:20]([CH3:23])[CH2:19][CH2:18]2)[N:8]=[CH:7][N:6]=1. Procedure: Using an analogous procedure to that described in Example 8, 4-(2-bromo-5-methoxyanilino)-5-[N-(tert-butoxycarbonyl)piperidin-4-ylmethoxy]quinazoline (0.22 g) was reacted with concentrated aqueous formaldehyde solution (0.4 ml) to give the title compound, as a formic acid salt (0.183 g); NMR Spectrum: (CDCl3) 1.7-1.9 (m, 2H), 2.06 (d, 2H), 2.2 (m, 1H), 2.58 (t, 2H), 2.68 (s, 3H), 3.51 (d, 2H), 3.8 (s, 3H), 4.24 (d, 2H), 6.64 (m, 1H), 6.94 (d, 1H), 7.48 (d, 1H), 7.54 (d, 1H), 7.69 (m, 1H), 8.2 (d... The reactants are BrC1CCCC1, CN(C)C=O, [H-], [Na+], O, CCOC(=O)c1csc(-n2nc(-c3ccccc3)c3ccc(O)cc32)n1. Yields the product CCOC(=O)c1csc(-n2nc(-c3ccccc3)c3ccc(OC4CCCC4)cc32)n1. Reaction SMILES: [Br:29][CH:30]1[CH2:31][CH2:32][CH2:33][CH2:34]1.[CH3:36][N:37]([CH3:38])[CH:39]=[O:40].[H-:1].[Na+:2].[OH2:35].[OH:3][c:4]1[cH:5][cH:6][c:7]2[c:8](-[c:23]3[cH:24][cH:25][cH:26][cH:27][cH:28]3)[n:9][n:10](-[c:13]3[s:14][cH:15][c:16]([C:18](=[O:19])[O:20][CH2:21][CH3:22])[n:17]3)[c:11]2[cH:12]1>>[O:3]([c:4]1[cH:5][cH:6][c:7]2[c:8](-[c:23]3[cH:24][cH:25][cH:26][cH:27][cH:28]3)[n:9][n:10](-[c:13]3[s:14][cH:15][c:16]([C:18](=[O:19])[O:20][CH2:21][CH3:22])[n:17]3)[c:11]2[cH:12]1)[CH:30]1[CH2:31][CH2:32][CH2:33][CH2:34]1.